From a dataset of the Open Reaction Database (ORD), a public repository of structured organic reaction records. describe an organic reaction: reactants, conditions, products, and yield Starting materials: C(C)(C)(C)OC(NCCN1N=CC(=C1)[N+](=O)[O-])=O (tert-butyl(2-(4-nitro-1H-pyrazol-1-yl)ethyl)carbamate), Cl (hydrogen chloride). Solvent: C(C)(=O)OCC (ethyl acetate), C(C)(=O)OCC (ethyl acetate). Conditions: time 3 hour. Yields the product Cl.[N+](=O)([O-])C=1C=NN(C1)CCN (2-(4-nitro-1H-pyrazol-1-yl)ethanamine hydrochloride). Reaction SMILES: C(OC(=O)[NH:7][CH2:8][CH2:9][N:10]1[CH:14]=[C:13]([N+:15]([O-:17])=[O:16])[CH:12]=[N:11]1)(C)(C)C.[ClH:19]>C(OCC)(=O)C>[ClH:19].[N+:15]([C:13]1[CH:12]=[N:11][N:10]([CH2:9][CH2:8][NH2:7])[CH:14]=1)([O-:17])=[O:16] |f:3.4|. Procedure details: To a solution of tert-butyl(2-(4-nitro-1H-pyrazol-1-yl)ethyl)carbamate (8.0 g) obtained in Step A of Example 348 in ethyl acetate (30 mL) was added a solution of 4 M hydrogen chloride in ethyl acetate (4.0 mL), and the mixture was stirred at room temperature for 3 hr. The reaction mixture was concentrated under reduced pressure to give the title compound (4.7 g). The reactants are COC(C1=C(C=CC(=C1)[N+](=O)[O-])Br)=O (2-Bromo-5-nitrobenzoic acid methyl ester), [Cl-].[Li+] (lithium chloride), C(C)[Sn](CC)(CC)CC (tetraethyltin). Reagents/catalysts: C1=CC=C(C=C1)P(C2=CC=CC=C2)C3=CC=CC=C3.C1=CC=C(C=C1)P(C2=CC=CC=C2)C3=CC=CC=C3.Cl[Pd]Cl (bis(triphenylphosphine)-palladium(II)chloride). The solvent is CN(C=O)C (dimethylformamide). Run at temperature 100 celsius. Product: COC(C1=C(C=CC(=C1)[N+](=O)[O-])CC)=O (2-Ethyl-5-nitrobenzoic Acid Methyl Ester). The yield is 55.9%. RXN SMILES: [CH3:1][O:2][C:3](=[O:14])[C:4]1[CH:9]=[C:8]([N+:10]([O-:12])=[O:11])[CH:7]=[CH:6][C:5]=1Br.[Cl-].[Li+].[CH2:17]([Sn](CC)(CC)CC)[CH3:18]>CN(C)C=O.C1C=CC(P(C2C=CC=CC=2)C2C=CC=CC=2)=CC=1.C1C=CC(P(C2C=CC=CC=2)C2C=CC=CC=2)=CC=1.Cl[Pd]Cl>[CH3:1][O:2][C:3](=[O:14])[C:4]1[CH:9]=[C:8]([N+:10]([O-:12])=[O:11])[CH:7]=[CH:6][C:5]=1[CH2:17][CH3:18] |f:1.2,5.6.7|. Procedure details: 2-Bromo-5-nitrobenzoic acid methyl ester (1.0 g), lithium chloride (0.49 g), tetraethyltin (0.96 g) and bis(triphenylphosphine)-palladium(II)chloride (0.1 g) were combined in dimethylformamide (20 ml) and heated at 100° C. for 8 h. Solvent was removed at reduced pressure and the residue column chromatographed (silica gel, dichloromethane/petroleum ether 30:70) to give the title compound (0.45 g). 1H NMR (CDCl3) δ: 1.28 (3H, t, J=7.4 Hz), 3.10 (2H, q, J=7.4Hz), 3.96 (3H, s), 7.47 (1H, d, J=8.5 Hz... Reactants: C(C)(C)(C)OC(=O)N1CCNCC1 (1-tert-butyloxycarbonyl-piperazine), CS(=O)(=O)CCCOS(=O)(=O)C (methanesulfonic acid 3-methanesulfonyl-propyl ester), Cl.Cl.COCC(C)NC(CN1CCNCC1)=O (N-(2-methoxy-1-methyl-ethyl)-2-piperazin-1-yl-acetamide dihydrochloride). Procedure details: 1-(3-Methanesulfonyl-propyl)-piperazine dihydrochloride was prepared from 1-tert-butyloxycarbonyl-piperazine and methanesulfonic acid 3-methanesulfonyl-propyl ester (prepared according to Baerlocher, F. J. et al. Aust. J. Chem. 1999, 52, 167-172) in an analogous manner as described for the preparation of N-(2-methoxy-1-methyl-ethyl)-2-piperazin-1-yl-acetamide dihydrochloride (example 40). Yields the product Cl.Cl.CS(=O)(=O)CCCN1CCNCC1 (1-(3-Methanesulfonyl-propyl)-piperazine dihydrochloride). Reaction SMILES: C(O[C:6]([N:8]1[CH2:13][CH2:12][NH:11][CH2:10][CH2:9]1)=O)(C)(C)C.[CH3:14][S:15]([CH2:18][CH2:19]COS(C)(=O)=O)(=[O:17])=[O:16].[ClH:26].Cl.COCC(NC(=O)CN1CCNCC1)C>>[ClH:26].[ClH:26].[CH3:14][S:15]([CH2:18][CH2:19][CH2:6][N:8]1[CH2:9][CH2:10][NH:11][CH2:12][CH2:13]1)(=[O:17])=[O:16] |f:2.3.4,5.6.7|. The reactants are [H-].[Na+] (Sodium hydride), C(C1=CC=CC=C1)(=O)N(C)CCO (2-(N-benzoyl-N-methylamino)ethanol), FC1=CC=C(C=O)C=C1 (4-fluorobenzaldehyde). The solvent is CN(C=O)C (dimethylformamide). Conditions: time 1 hour. Product: C(C1=CC=CC=C1)(=O)N(C)CCOC1=CC=C(C=O)C=C1 (4-[2-(N-Benzoyl-N-methylamino)ethoxy]benzaldehyde). As a reaction SMILES: [H-].[Na+].[C:3]([N:11]([CH2:13][CH2:14][OH:15])[CH3:12])(=[O:10])[C:4]1[CH:9]=[CH:8][CH:7]=[CH:6][CH:5]=1.F[C:17]1[CH:24]=[CH:23][C:20]([CH:21]=[O:22])=[CH:19][CH:18]=1>CN(C)C=O>[C:3]([N:11]([CH2:13][CH2:14][O:15][C:17]1[CH:24]=[CH:23][C:20]([CH:21]=[O:22])=[CH:19][CH:18]=1)[CH3:12])(=[O:10])[C:4]1[CH:9]=[CH:8][CH:7]=[CH:6][CH:5]=1 |f:0.1|. Reported procedure: Sodium hydride (60% dispersion in oil, 1.30 g) was added portionwise to a solution of 2-(N-benzoyl-N-methylamino)ethanol (5.0 g) in dry dimethylformamide (100 ml) at room temperature under a nitrogen atmosphere. The mixture was stirred at room temperature for 1 hour prior to the addition of 4-fluorobenzaldehyde (5.09 g, 4.4 ml), and the mixture then heated at 80° C. for 15 hours. The solvent was evaporated and the residue dissolved in water (500 ml) and extracted with ethyl acetate (3×500 ml). T... Starting materials: C(C)NC1=CC(=CC=C1)NC(C)=O (N-ethyl-m-acetamidoaniline), C(=C)S(=O)(=O)F (vinylsulfonylfluoride). Solvent: C(C)(C)O (isopropyl alcohol). Conditions: time 2.5 hour. Yields the product FS(=O)(=O)CCN(C1=CC(=CC=C1)NC(C)=O)CC (N-(2-Fluorosulfonylethyl)-N-ethyl-m-acetamidoaniline). As a reaction SMILES: [CH2:1]([NH:3][C:4]1[CH:9]=[CH:8][CH:7]=[C:6]([NH:10][C:11](=[O:13])[CH3:12])[CH:5]=1)[CH3:2].[CH:14]([S:16]([F:19])(=[O:18])=[O:17])=[CH2:15]>C(O)(C)C>[F:19][S:16]([CH2:14][CH2:15][N:3]([CH2:1][CH3:2])[C:4]1[CH:9]=[CH:8][CH:7]=[C:6]([NH:10][C:11](=[O:13])[CH3:12])[CH:5]=1)(=[O:18])=[O:17]. Procedure details: N-ethyl-m-acetamidoaniline (178.0 g, 1.0 m is dissolved in isopropyl alcohol (450 ml) and vinylsulfonylfluoride (110 g, 1.0 m) is added dropwise allowing temperature to rise to 40° C. The reaction is stirred for 2.5 hrs., the product collected by filtration, washed with cold ethanol and air dried.